This data is from the Open Reaction Database (ORD), a public repository of structured organic reaction records. The task is: describe an organic reaction: reactants, conditions, products, and yield Starting materials: ClC1=NC=CC(=N1)C=1C=NC(=C(C#N)C1)N1CCCC1 (5-(2-Chloro-pyrimidin-4-yl)-2-pyrrolidin-1-yl-nicotinonitrile), NC=1C=NN(C1)CCO (2-(4-amino-pyrazol-1-yl)-ethanol), Cl (HCl). Solvent: O1CCOCC1 (1,4-dioxane), O1CCOCC1 (1,4-dioxane). Conditions: temperature 140 celsius. Yields the product OCCN1N=CC(=C1)NC1=NC=CC(=N1)C=1C=NC(=C(C#N)C1)N1CCCC1 (5-{2-[1-(2-Hydroxy-ethyl)-1H-pyrazol-4-ylamino]-pyrimidin-4-yl}-2-pyrrolidin-1-yl-nicotinonitrile), solid. Isolated yield 9.0%. As a reaction SMILES: Cl[C:2]1[N:7]=[C:6]([C:8]2[CH:9]=[N:10][C:11]([N:16]3[CH2:20][CH2:19][CH2:18][CH2:17]3)=[C:12]([CH:15]=2)[C:13]#[N:14])[CH:5]=[CH:4][N:3]=1.[NH2:21][C:22]1[CH:23]=[N:24][N:25]([CH2:27][CH2:28][OH:29])[CH:26]=1.Cl>O1CCOCC1>[OH:29][CH2:28][CH2:27][N:25]1[CH:26]=[C:22]([NH:21][C:2]2[N:7]=[C:6]([C:8]3[CH:9]=[N:10][C:11]([N:16]4[CH2:20][CH2:19][CH2:18][CH2:17]4)=[C:12]([CH:15]=3)[C:13]#[N:14])[CH:5]=[CH:4][N:3]=2)[CH:23]=[N:24]1. Reported procedure: 5-(2-Chloro-pyrimidin-4-yl)-2-pyrrolidin-1-yl-nicotinonitrile (9) (31 mg, 0.108 mmol) and 2-(4-amino-pyrazol-1-yl)-ethanol (32 mg, 0.252 mmol) were dissolved in 1,4-dioxane (1 mL). 4N HCl in 1,4-dioxane (30 μL, 0.120 mmol) was added and the mixture was heated at 140° C. in the microwave (250 W, stirring) for 90 minutes. The solvent was evaporated in vacuo and the residue dissolved in DMSO (1 mL). The crude product was purified twice by reversed phase preparative LC-MS. Fractions containing desir... Starting materials: [Na+].FC1=CC=C(OCCCS(=O)(=O)[O-])C=C1 (3-(4-fluorophenoxy)-propane-1-sulfonic acid sodium salt), S(=O)(Cl)Cl (thionyl chloride). The reagents and catalysts are CN(C=O)C (dimethylformamide). Solvent: C(C)OCC (diethyl ether). Run at temperature 0 celsius. Product: FC1=CC=C(OCCCS(=O)(=O)Cl)C=C1 (3-(4-fluoro-phenoxy)-propane-1-sulfonyl chloride). As a reaction SMILES: [Na+].[F:2][C:3]1[CH:16]=[CH:15][C:6]([O:7][CH2:8][CH2:9][CH2:10][S:11]([O-])(=[O:13])=[O:12])=[CH:5][CH:4]=1.S(Cl)([Cl:19])=O>CN(C)C=O.C(OCC)C>[F:2][C:3]1[CH:16]=[CH:15][C:6]([O:7][CH2:8][CH2:9][CH2:10][S:11]([Cl:19])(=[O:13])=[O:12])=[CH:5][CH:4]=1 |f:0.1|. Procedure details: To a stirred solution of 4-fluorophenol (5.0 g, 44.6 mmol) in 50 mL of toluene was added sodium hydride (60% dispersion in mineral oil, 1.78 g, 44.6 mmol) at ambient temperature (22° C.). After 20 minutes, a solution of 1,3-propane sulfone (3.9 mL, 44.6 mmol) in toluene was added slowly and the mixture was stirred for 16 hours. The reaction was quenched by the addition of methanol and the mixture was concentrated in vacuo to an off-white solid. This solid was suspended in ethyl acetate, filtered... The reactants are C[Mg]Cl (Methyl magnesium chloride), BrC=1C=C2C(C3=C(C=NC(=C3)Cl)OC2=C(C1)F)=O (7-bromo-3-chloro-9-fluoro-5H-chromeno[2,3-c]pyridin-5-one). RXN SMILES: [CH3:1][Mg]Cl.[Br:4][C:5]1[CH:6]=[C:7]2[C:17](=[C:18]([F:20])[CH:19]=1)[O:16][C:10]1[CH:11]=[N:12][C:13]([Cl:15])=[CH:14][C:9]=1[C:8]2=[O:21]>C1COCC1>[Br:4][C:5]1[CH:6]=[C:7]2[C:17](=[C:18]([F:20])[CH:19]=1)[O:16][C:10]1[CH:11]=[N:12][C:13]([Cl:15])=[CH:14][C:9]=1[C:8]2([CH3:1])[OH:21]. Run at time 2 hour. Reported procedure: Methyl magnesium chloride, 22 wt % in tetrahydrofuran (6.14 mL, 18.26 mmol) was added to a solution of 7-bromo-3-chloro-9-fluoro-5H-chromeno[2,3-c]pyridin-5-one (3.0 g, 9.13 mmol) in THF (40 mL) at 0° C. After 2 hours, the reaction was quenched with saturated aqueous ammonium chloride (250 mL) and diluted with water (100 mL) and extracted with EtOAc (3×200 mL). The combined organic extracts were washed with saturated aqueous ammonium chloride, water, saturated aqueous sodium chloride, and dried ... Run in C1CCOC1 (THF), O1CCCC1 (tetrahydrofuran). The product is crude product, BrC=1C=C2C(C3=C(C=NC(=C3)Cl)OC2=C(C1)F)(O)C (7-bromo-3-chloro-9-fluoro-5-methyl-5H-chromeno[2,3-c]pyridin-5-ol). The reactants are CC1(OCC(O1)C=1C=CC(=NC1)C(CCC(C(CC1CCOCC1)C1=CC(=C(C=C1)SC)F)=O)=O)C (1-[5-(2,2-dimethyl-1,3-dioxolan-4-yl)pyridin-2-yl]-5-[3-fluoro-4-(methylsulfanyl)phenyl]-6-(tetrahydro-2H-pyran-4-yl)hexane-1,4-dione), C(C)(=O)[O-].[NH4+] (ammonium acetate), Cl (hydrochloric acid). Run in C(C)(=O)OCC (ethyl acetate), C(C)(=O)O (acetic acid), C(C)(=O)OCC (ethyl acetate), O1CCCC1 (tetrahydrofuran). Run at temperature 110 celsius, time 45 minute. The product is FC=1C=C(C=CC1SC)C(CC1CCOCC1)C1=CC=C(N1)C1=CC=C(C=N1)C(CO)O (1-[6-(5-{1-[3-fluoro-4-(methylsulfanyl)phenyl]-2-(tetrahydro-2H-pyran-4-yl)ethyl}-1H-pyrrol-2-yl)pyridin-3-yl]ethane-1,2-diol). RXN SMILES: CC1(C)[O:6][CH:5]([C:7]2[CH:8]=[CH:9][C:10]([C:13](=O)[CH2:14][CH2:15][C:16](=O)[CH:17]([C:25]3[CH:30]=[CH:29][C:28]([S:31][CH3:32])=[C:27]([F:33])[CH:26]=3)[CH2:18][CH:19]3[CH2:24][CH2:23][O:22][CH2:21][CH2:20]3)=[N:11][CH:12]=2)[CH2:4][O:3]1.C([O-])(=O)C.[NH4+:41].Cl>C(O)(=O)C.C(OCC)(=O)C.O1CCCC1>[F:33][C:27]1[CH:26]=[C:25]([CH:17]([C:16]2[NH:41][C:13]([C:10]3[N:11]=[CH:12][C:7]([CH:5]([OH:6])[CH2:4][OH:3])=[CH:8][CH:9]=3)=[CH:14][CH:15]=2)[CH2:18][CH:19]2[CH2:24][CH2:23][O:22][CH2:21][CH2:20]2)[CH:30]=[CH:29][C:28]=1[S:31][CH3:32] |f:1.2|. Reported procedure: To a solution of 1-[5-(2,2-dimethyl-1,3-dioxolan-4-yl)pyridin-2-yl]-5-[3-fluoro-4-(methylsulfanyl)phenyl]-6-(tetrahydro-2H-pyran-4-yl)hexane-1,4-dione (500 mg) in acetic acid (5 mL) was added ammonium acetate (1.20 g), and the mixture was stirred at 110° C. for 45 min. After cooling to room temperature, the reaction mixture was diluted with ethyl acetate and washed with water. The ethyl acetate layer was washed with saturated aqueous sodium hydrogen carbonate and saturated brine, dried (MgSO4) a... Reactants: C(C)(C)NC(C)C (diisopropylamine), C(CCC)[Li] (butyllithium), C([O-])(O)=O.[Na+] (sodium bicarbonate), C(C=C)N(C/C=C/COC1=C(C=C(C=C1)C(C)=O)F)C ((E)-1-[4-[4-(allyl-methyl-amino)-but-2-enyloxy]-3-fluoro-phenyl]-ethanone), CC(=CC=O)C (3-methyl-2-butenal). Run in CCOCC (ether), C(C)(=O)O (acetic acid), C1CCOC1 (THF), CCCCCC (hexane), C(Cl)Cl (methylene chloride), C1CCOC1 (THF), C1CCOC1 (THF). The product is C(C=C)N(C/C=C/COC1=C(C=C(C=C1)C(CC(C=C(C)C)O)=O)F)C.C(\C=C\C(=O)[O-])(=O)[O-] ((E)-(RS)-1-[4-[4-(allyl-methyl-amino)-but-2-enyloxy]-3-fluoro-phenyl]-3-hydroxy-5-methyl-hex-4-en-1-one•fumarate). Reaction SMILES: C(NC(C)C)(C)C.C([Li])CCC.[CH2:13]([N:16]([CH3:32])[CH2:17]/[CH:18]=[CH:19]/[CH2:20][O:21][C:22]1[CH:27]=[CH:26][C:25]([C:28](=[O:30])[CH3:29])=[CH:24][C:23]=1[F:31])[CH:14]=[CH2:15].[CH3:33][C:34]([CH3:38])=[CH:35][CH:36]=[O:37].[C:39](=[O:42])([OH:41])[O-].[Na+]>C1COCC1.CCCCCC.CCOCC.C(Cl)Cl.C(O)(=O)C>[CH2:13]([N:16]([CH3:32])[CH2:17]/[CH:18]=[CH:19]/[CH2:20][O:21][C:22]1[CH:27]=[CH:26][C:25]([C:28](=[O:30])[CH2:29][CH:36]([OH:37])[CH:35]=[C:34]([CH3:38])[CH3:33])=[CH:24][C:23]=1[F:31])[CH:14]=[CH2:15].[C:28]([O-:30])(=[O:37])/[CH:25]=[CH:26]/[C:39]([O-:41])=[O:42] |f:4.5,11.12|. Reported procedure: A solution of 0.86 ml of diisopropylamine in 5 ml of THF is treated dropwise at 0° C. with 3.5 ml of 1.6M butyllithium in hexane. After 15 min. the mixture is cooled to −78° C. and 1.1 g of (E)-1-[4-[4-(allyl-methyl-amino)-but-2-enyloxy]-3-fluoro-phenyl]-ethanone (Ex. Fa) in 3.9 ml of THF is added dropwise. After 1 hr. at −78° C. 0.7 ml of 3-methyl-2-butenal in 0.8 ml of THF is added dropwise. After 20 min. at −78° C. 0.86 ml of acetic acid in 4.6 ml of ether is added dropwise and the mixture is... Conditions: temperature -78 celsius, time 1 hour. Reactants: C(C)(C)(C)OC(COC1=CC(=CC=C1)CNCC1=CC=C(C=C1)C=1SC=CN1)=O ({3-[(4-thiazol-2-yl-benzylamino)-methyl]-phenoxy}-acetic acid tert-butyl ester), ClC=1C=C(C=CC1)S(=O)(=O)Cl (3-chlorobenzenesulfonyl chloride), S(=O)(=O)(Cl)Cl (sulfonyl chloride). Solvent: C(Cl)Cl (CH2Cl2). The product is C(C)(C)(C)OC(COC1=CC(=CC=C1)CN(CC1=CC=C(C=C1)C=1SC=CN1)S(=O)(=O)C1=CC(=CC=C1)Cl)=O ((3-{[(3-Chloro-benzenesulfonyl)-(4-thiazol-2-yl-benzyl)-amino]-methyl}-phenoxy)-acetic acid tert-butyl ester). RXN SMILES: [C:1]([O:5][C:6](=[O:29])[CH2:7][O:8][C:9]1[CH:14]=[CH:13][CH:12]=[C:11]([CH2:15][NH:16][CH2:17][C:18]2[CH:23]=[CH:22][C:21]([C:24]3[S:25][CH:26]=[CH:27][N:28]=3)=[CH:20][CH:19]=2)[CH:10]=1)([CH3:4])([CH3:3])[CH3:2].[Cl:30][C:31]1[CH:32]=[C:33]([S:37](Cl)(=[O:39])=[O:38])[CH:34]=[CH:35][CH:36]=1.S(Cl)(Cl)(=O)=O>C(Cl)Cl>[C:1]([O:5][C:6](=[O:29])[CH2:7][O:8][C:9]1[CH:14]=[CH:13][CH:12]=[C:11]([CH2:15][N:16]([S:37]([C:33]2[CH:34]=[CH:35][CH:36]=[C:31]([Cl:30])[CH:32]=2)(=[O:39])=[O:38])[CH2:17][C:18]2[CH:19]=[CH:20][C:21]([C:24]3[S:25][CH:26]=[CH:27][N:28]=3)=[CH:22][CH:23]=2)[CH:10]=1)([CH3:4])([CH3:2])[CH3:3]. Reported procedure: The title compound of Step A was prepared following the method described in Step A of Example 13w from {3-[(4-thiazol-2-yl-benzylamino)-methyl]-phenoxy}-acetic acid tert-butyl ester, prepared in Step A for Example 13i, and 3-chlorobenzenesulfonyl chloride with the following exception. The sulfonyl chloride was dissolved in CH2Cl2 (1 mL) and 0.28 mL was added to the reaction mixture. MS 585 (M+). Reactants: C(C=C)(=O)OC (methyl acrylate), C1(=CC=CC=C1)P(C1=CC=CC=C1)C1=CC=CC=C1 (triphenylphosphine), BrC1=CC(=CC(=C1)F)Br (1,3-dibromo-5- fluorobenzene), Cl (HCl). The reagents and catalysts are C(C)(=O)[O-].[Pd+2].C(C)(=O)[O-] (palladium acetate). Solvent: C(C)N(CC)CC (triethylamine), CCOCC (ether). Yields the product BrC=1C=C(C=C(C1)F)C=CC(=O)OC (Methyl 3-(3-bromo-5-fluorophenyl)-2-propenoate). As a reaction SMILES: Br[C:2]1[CH:7]=[C:6]([F:8])[CH:5]=[C:4]([Br:9])[CH:3]=1.[C:10]([O:14][CH3:15])(=[O:13])[CH:11]=[CH2:12].C1(P(C2C=CC=CC=2)C2C=CC=CC=2)C=CC=CC=1.Cl>C([O-])(=O)C.[Pd+2].C([O-])(=O)C.CCOCC.C(N(CC)CC)C>[Br:9][C:4]1[CH:3]=[C:2]([CH:12]=[CH:11][C:10]([O:14][CH3:15])=[O:13])[CH:7]=[C:6]([F:8])[CH:5]=1 |f:4.5.6|. Procedure details: A mixture of 5.1 g (0.02 mol) of 1,3-dibromo-5- fluorobenzene (prepared according to A. Cannoni de Degiorgi and E. V. Zappi, Anales asoc. quim. argentina, 1940, 28, 72) (C. A. 34 65933), 2.2 ml (0.025 mol) of methyl acrylate, 10 ml of triethylamine, 0.044 g (0.002 mol) of palladium acetate and 0.208 g (0.0008 mol) of triphenylphosphine is heated for 24 h at 100° C. in a closed vessel with magnetic stirring. Cooling, pouring into 1N HCl, extraction with ether, washing with water, drying over Na2S... The reactants are ClC1=NC=C(C=C1)I (2-chloro-5-iodopyridine), N1CCCCC1 (piperidine), ( d ). The product is IC=1C=CC(=NC1)N1CCCCC1 (5-Iodo-2-piperidinylpyridine). As a reaction SMILES: Cl[C:2]1[CH:7]=[CH:6][C:5]([I:8])=[CH:4][N:3]=1.[NH:9]1[CH2:14][CH2:13][CH2:12][CH2:11][CH2:10]1>>[I:8][C:5]1[CH:6]=[CH:7][C:2]([N:9]2[CH2:14][CH2:13][CH2:12][CH2:11][CH2:10]2)=[N:3][CH:4]=1. Reported procedure: Prepared from 2-chloro-5-iodopyridine and piperidine by the method of Example 9 (d).